Task: describe an organic reaction: reactants, conditions, products, and yield. Dataset: the Open Reaction Database (ORD), a public repository of structured organic reaction records Starting materials: C(CC(=O)C)(=O)OC (methyl acetoacetate), Cl (HCl), [H-].[Na+] (sodium hydride), ClCC=1C=C(C=NC1)C#N (5-(chloromethyl)pyridine-3-carbonitrile). The reagents and catalysts are [I-].C(CCC)[N+](CCCC)(CCCC)CCCC (tetrabutylammonium iodide). Solvent: O (water), COCCOC (DME), COCCOC (DME). Run at temperature 0 celsius, time 30 minute. Yields the product C(#N)C=1C=C(C=NC1)CC(C(=O)OC)C(C)=O (methyl 2-[(5-cyanopyridin-3-yl)methyl]-3-oxobutanoate). Yield: 56.9%. Reaction SMILES: [H-].[Na+].[C:3]([O:9][CH3:10])(=[O:8])[CH2:4][C:5]([CH3:7])=[O:6].Cl[CH2:12][C:13]1[CH:14]=[C:15]([C:19]#[N:20])[CH:16]=[N:17][CH:18]=1.Cl>COCCOC.[I-].C([N+](CCCC)(CCCC)CCCC)CCC.O>[C:19]([C:15]1[CH:14]=[C:13]([CH2:12][CH:4]([C:5](=[O:6])[CH3:7])[C:3]([O:9][CH3:10])=[O:8])[CH:18]=[N:17][CH:16]=1)#[N:20] |f:0.1,6.7|. Procedure details: To a suspension of 84 mg (2.11 mmol) of sodium hydride (60% in oil) in 3 mL of anhydrous DME is added, under argon at 0° C., 0.23 ml (2.11 mmol) of methyl acetoacetate. The reaction medium is stirred for 30 minutes at 0° C. and for 30 minutes at room temperature, followed by addition of 161 mg (1.06 mmol) of 5-(chloromethyl)pyridine-3-carbonitrile diluted in 1 mL of DME and 29 mg (0.11 mmol) of tetrabutylammonium iodide. The medium is then heated at 65° C. for 4 hours. After cooling to room temp...